Dataset: the Open Reaction Database (ORD), a public repository of structured organic reaction records. Task: describe an organic reaction: reactants, conditions, products, and yield The reactants are CC(C)(C)NC1C=CC(c2ccccc2)(c2ccccc2)C1, CS(=O)(=O)O, CCOC(C)=O. Product: CC(C)(C)NC1C=CC(c2ccccc2)(c2ccccc2)C1, CS(=O)(=O)O. Reaction SMILES: [C:1]([CH3:2])([CH3:3])([CH3:4])[NH:5][CH:6]1[CH:7]=[CH:8][C:9]([c:11]2[cH:12][cH:13][cH:14][cH:15][cH:16]2)([c:17]2[cH:18][cH:19][cH:20][cH:21][cH:22]2)[CH2:10]1.[CH3:23][S:24]([OH:25])(=[O:26])=[O:27].[CH3:28][CH2:29][O:30][C:31](=[O:32])[CH3:33]>>[C:1]([CH3:2])([CH3:3])([CH3:4])[NH:5][CH:6]1[CH:7]=[CH:8][C:9]([c:11]2[cH:12][cH:13][cH:14][cH:15][cH:16]2)([c:17]2[cH:18][cH:19][cH:20][cH:21][cH:22]2)[CH2:10]1.[CH3:23][S:24](=[O:25])(=[O:26])[OH:27].